This data is from the Open Reaction Database (ORD), a public repository of structured organic reaction records. The task is: describe an organic reaction: reactants, conditions, products, and yield Starting materials: CC1=C(N=C(O1)C1=CC=CC=C1)COC1=CC2=C(C=C(O2)C=C2C(NC(S2)=O)=O)C=C1 (5-[6-(5-methyl-2-phenyl-4-oxazolyl-methoxy)-2-benzofuranylmethylidene]-2,4-thiazolidinedione). Reagents/catalysts: [C].[Pd] (palladium-carbon). Run in O1CCCC1 (tetrahydrofuran). Conditions: time 16 hour. Yields the product CC1=C(N=C(O1)C1=CC=CC=C1)COC1=CC2=C(C=C(O2)CC2C(NC(S2)=O)=O)C=C1 (5-[6-(5-methyl-2-phenyl-4-oxazolylmethoxy)-2-benzofuranylmethyl]-2,4-thiazolidinedione). Yield: 37.9%. Reaction SMILES: [CH3:1][C:2]1[O:6][C:5]([C:7]2[CH:12]=[CH:11][CH:10]=[CH:9][CH:8]=2)=[N:4][C:3]=1[CH2:13][O:14][C:15]1[CH:31]=[CH:30][C:18]2[CH:19]=[C:20]([CH:22]=[C:23]3[S:27][C:26](=[O:28])[NH:25][C:24]3=[O:29])[O:21][C:17]=2[CH:16]=1>[C].[Pd].O1CCCC1>[CH3:1][C:2]1[O:6][C:5]([C:7]2[CH:12]=[CH:11][CH:10]=[CH:9][CH:8]=2)=[N:4][C:3]=1[CH2:13][O:14][C:15]1[CH:31]=[CH:30][C:18]2[CH:19]=[C:20]([CH2:22][CH:23]3[S:27][C:26](=[O:28])[NH:25][C:24]3=[O:29])[O:21][C:17]=2[CH:16]=1 |f:1.2|. Procedure details: A mixture of 5-[6-(5-methyl-2-phenyl-4-oxazolyl-methoxy)-2-benzofuranylmethylidene]-2,4-thiazolidinedione (0.80 g), palladium-carbon (5%, 1.60 g) and tetrahydrofuran (250 ml) was subjected to catalytic reduction at room temperature under a hydrogen pressure of 3.2 kgf/cm2 for 8 hours. After the catalyst was filtered off, the filtrate was subjected to catalytic reduction under constant conditions for additional 16 hours. After the catalyst was filtered off, the filtrate was concentrated under red...